Dataset: the Open Reaction Database (ORD), a public repository of structured organic reaction records. Task: describe an organic reaction: reactants, conditions, products, and yield The reactants are FC1=CC=C(C(=O)C2CCN(CC2)CCN(S(=O)(=O)C2=CC=C(C=C2)CO)C2=C(C=CC=C2)OC)C=C1 (N-{2-[4-(4-fluorobenzoyl)piperidino]ethyl}-4-hydroxymethyl-N-(2-methoxyphenyl)benzene sulfonamide). The reagents and catalysts are [O-2].[O-2].[Mn+4] (manganese dioxide). The solvent is C(Cl)Cl (methylene chloride), C(Cl)Cl (methylene chloride). Run at time 30 minute. The product is FC1=CC=C(C(=O)C2CCN(CC2)CCN(S(=O)(=O)C2=CC=C(C=C2)C=O)C2=C(C=CC=C2)OC)C=C1 (N-{2-[4-(4-Fluorobenzoyl)piperidino]ethyl}-4-formyl-N-(2-methoxyphenyl)benzene sulfonamide). The yield is 81.7%. As a reaction SMILES: [F:1][C:2]1[CH:37]=[CH:36][C:5]([C:6]([CH:8]2[CH2:13][CH2:12][N:11]([CH2:14][CH2:15][N:16]([C:28]3[CH:33]=[CH:32][CH:31]=[CH:30][C:29]=3[O:34][CH3:35])[S:17]([C:20]3[CH:25]=[CH:24][C:23]([CH2:26][OH:27])=[CH:22][CH:21]=3)(=[O:19])=[O:18])[CH2:10][CH2:9]2)=[O:7])=[CH:4][CH:3]=1>C(Cl)Cl.[O-2].[O-2].[Mn+4]>[F:1][C:2]1[CH:3]=[CH:4][C:5]([C:6]([CH:8]2[CH2:9][CH2:10][N:11]([CH2:14][CH2:15][N:16]([C:28]3[CH:33]=[CH:32][CH:31]=[CH:30][C:29]=3[O:34][CH3:35])[S:17]([C:20]3[CH:25]=[CH:24][C:23]([CH:26]=[O:27])=[CH:22][CH:21]=3)(=[O:19])=[O:18])[CH2:12][CH2:13]2)=[O:7])=[CH:36][CH:37]=1 |f:2.3.4|. Procedure: Activated manganese dioxide (870 mg, 10.0 mmol) was suspended in methylene chloride (10 ml), and N-{2-[4-(4-fluorobenzoyl)piperidino]ethyl}-4-hydroxymethyl-N-(2-methoxyphenyl)benzene sulfonamide (259 mg, 0.492 mmol) dissolved in methylene chloride (3 ml) was added to the suspension. After 30 minutes of stirring at room temperature, the reaction mixture was filtered through silica gel (1 g) which was further subjected to elution with ethyl acetate. Thereafter, the filtrate and eluate were combine... Product: NC=1SC(=C(N1)C=1C(=C(C=CC1)N(S(=O)(=O)C1=C(C=CC(=C1)F)F)COC)F)Br (N-[3-(2-amino-5-bromo-1,3-thiazol-4-yl)-2-fluorophenyl]-2,5-difluoro-N-(methoxymethyl)benzenesulfonamide). The solvent is C(Cl)Cl (DCM). The reactants are NC=1SC=C(N1)C=1C(=C(C=CC1)N(S(=O)(=O)C1=C(C=CC(=C1)F)F)COC)F (N-[3-(2-amino-1,3-thiazol-4-yl)-2-fluorophenyl]-2,5-difluoro-N-(methoxymethyl)-benzenesulfonamide), BrN1C(CCC1=O)=O (N-bromosuccinimide). Conditions: time 30 minute. Procedure: 1.26 g (2.94 mmol) of N-[3-(2-amino-1,3-thiazol-4-yl)-2-fluorophenyl]-2,5-difluoro-N-(methoxymethyl)-benzenesulfonamide were dissolved in 30 ml of dry DCM and 523 mg (2.94 mmol) of N-bromosuccinimide were added. The resulting solution was stirred at r.t. for 30 min. The mixture was diluted with the same solvent and washed with aqueous NaHCO3. The organic layer was dried over Na2SO4 and evaporated. The residue was triturated with diisopropyl ether and filtered to afford 1.4 g (93%) of the title c... Reaction SMILES: [NH2:1][C:2]1[S:3][CH:4]=[C:5]([C:7]2[C:8]([F:28])=[C:9]([N:13]([CH2:25][O:26][CH3:27])[S:14]([C:17]3[CH:22]=[C:21]([F:23])[CH:20]=[CH:19][C:18]=3[F:24])(=[O:16])=[O:15])[CH:10]=[CH:11][CH:12]=2)[N:6]=1.[Br:29]N1C(=O)CCC1=O>C(Cl)Cl>[NH2:1][C:2]1[S:3][C:4]([Br:29])=[C:5]([C:7]2[C:8]([F:28])=[C:9]([N:13]([CH2:25][O:26][CH3:27])[S:14]([C:17]3[CH:22]=[C:21]([F:23])[CH:20]=[CH:19][C:18]=3[F:24])(=[O:16])=[O:15])[CH:10]=[CH:11][CH:12]=2)[N:6]=1. Yield: 93.7%. Starting materials: CC(C)(C)n1c(-c2ccccc2-c2nn[nH]n2)nc2cc(Br)ccc21, CCOC(C)=O, CI, [K+], [K+], O=C([O-])[O-], CN(C)C=O. The product is Cn1nnc(-c2ccccc2-c2nc3cc(Br)ccc3n2C(C)(C)C)n1. As a reaction SMILES: [Br:1][c:2]1[cH:3][c:4]2[c:5]([n:6]([C:20]([CH3:21])([CH3:22])[CH3:23])[c:7](-[c:9]3[c:10](-[c:15]4[n:16][n:17][nH:18][n:19]4)[cH:11][cH:12][cH:13][cH:14]3)[n:8]2)[cH:24][cH:25]1.[CH3:39][CH2:40][O:41][C:42]([CH3:43])=[O:44].[I:26][CH3:27].[K+:28].[K+:29].[O-:30][C:31]([O-:32])=[O:33].[O:34]=[CH:35][N:36]([CH3:37])[CH3:38]>>[Br:1][c:2]1[cH:3][c:4]2[c:5]([n:6]([C:20]([CH3:21])([CH3:22])[CH3:23])[c:7](-[c:9]3[c:10](-[c:15]4[n:16][n:17][n:18]([CH3:31])[n:19]4)[cH:11][cH:12][cH:13][cH:14]3)[n:8]2)[cH:24][cH:25]1. The reactants are C(CO)(=O)O (Glycolic acid), ClC1=C(C(=CC=C1F)Cl)[C@@H](C)OC=1C2=C(C=NC1N)C(=CO2)C=2CCNCC2 (7-[(R)-1-(2,6-Dichloro-3-fluorophenyl)-ethoxy]-3-(1,2,3,6-tetrahydro-pyridin-4-yl)-furo[3,2-c]pyridin-6-ylamine), CCN(C(C)C)C(C)C (DIPEA), CN(C)C(=[N+](C)C)ON1C2=C(C=CC=C2)N=N1.[B-](F)(F)(F)F (TBTU). Run in C(Cl)Cl (DCM). Conditions: time 1 hour. Product: NC1=C(C2=C(C=N1)C(=CO2)C=2CCN(CC2)C(CO)=O)O[C@H](C)C2=C(C(=CC=C2Cl)F)Cl (1-[4-{6-Amino-7-[(1R)-1-(2,6-dichloro-3-fluorophenyl)ethoxy]furo[3,2-c]pyridin-3-yl}-3,6-dihydropyridin-1(2H)-yl]-2-hydroxyethanone). Reaction SMILES: [Cl:1][C:2]1[C:7]([F:8])=[CH:6][CH:5]=[C:4]([Cl:9])[C:3]=1[C@H:10]([O:12][C:13]1[C:14]2[O:22][CH:21]=[C:20]([C:23]3[CH2:24][CH2:25][NH:26][CH2:27][CH:28]=3)[C:15]=2[CH:16]=[N:17][C:18]=1[NH2:19])[CH3:11].CCN(C(C)C)C(C)C.CN(C(ON1N=NC2C=CC=CC1=2)=[N+](C)C)C.[B-](F)(F)(F)F.[C:60](O)(=[O:63])[CH2:61][OH:62]>C(Cl)Cl>[NH2:19][C:18]1[N:17]=[CH:16][C:15]2[C:20]([C:23]3[CH2:24][CH2:25][N:26]([C:61](=[O:62])[CH2:60][OH:63])[CH2:27][CH:28]=3)=[CH:21][O:22][C:14]=2[C:13]=1[O:12][C@@H:10]([C:3]1[C:4]([Cl:9])=[CH:5][CH:6]=[C:7]([F:8])[C:2]=1[Cl:1])[CH3:11] |f:2.3|. Reported procedure: A mixture of 7-[(R)-1-(2,6-Dichloro-3-fluorophenyl)-ethoxy]-3-(1,2,3,6-tetrahydro-pyridin-4-yl)-furo[3,2-c]pyridin-6-ylamine (0.010 g, 0.024 mmol), DIPEA (0.00918 g, 0.071 mmol), TBTU (0.0228 g, 0.071 mmol) in DCM (2 mL) was added Glycolic acid (0.00360 g, 0.0474 mmol) at 0° C. The mixture was stirred for 1 h. The reaction mixture was directly loaded onto Prep TLC for purification (silica gel, eluting with 4% MeOH in DCM) to afford the title compound as a yellow solid. 1H-NMR (CD3OD, 400 MHz): δ... The reactants are ClC=1C=C(C=CC1C)C=1N(CC(N1)(C(F)(F)F)O)C1=CC=C(C=C1)S(=O)(=O)C (2-(3-chloro-4-methylphenyl)-4-hydroxy-1-[4-(methylsulfonyl)phenyl]-4-(trifluoromethyl)-4,5-dihydro-1H-imidazole), O.C1(=CC=C(C=C1)S(=O)(=O)O)C (p-toluenesulfonic acid monohydrate). Solvent: C1(=CC=CC=C1)C (toluene). Product: ClC=1C=C(C=CC1C)C=1N(C=C(N1)C(F)(F)F)C1=CC=C(C=C1)S(=O)(=O)C (2-(3-chloro-4-methylphenyl)-1-[4-(methylsulfonyl)phenyl]-4-(trifluoromethyl)-1H-imidazole). Yield: 93.6%. Reaction SMILES: [Cl:1][C:2]1[CH:3]=[C:4]([C:9]2[N:10]([C:19]3[CH:24]=[CH:23][C:22]([S:25]([CH3:28])(=[O:27])=[O:26])=[CH:21][CH:20]=3)[CH2:11][C:12](O)([C:14]([F:17])([F:16])[F:15])[N:13]=2)[CH:5]=[CH:6][C:7]=1[CH3:8].O.C1(C)C=CC(S(O)(=O)=O)=CC=1>C1(C)C=CC=CC=1>[Cl:1][C:2]1[CH:3]=[C:4]([C:9]2[N:10]([C:19]3[CH:24]=[CH:23][C:22]([S:25]([CH3:28])(=[O:26])=[O:27])=[CH:21][CH:20]=3)[CH:11]=[C:12]([C:14]([F:17])([F:15])[F:16])[N:13]=2)[CH:5]=[CH:6][C:7]=1[CH3:8] |f:1.2|. Procedure details: A mixture of 2-(3-chloro-4-methylphenyl)-4-hydroxy-1-[4-(methylsulfonyl)phenyl]-4-(trifluoromethyl)-4,5-dihydro-1H-imidazole from Step 2 (725 mg, 1.7 mmol) and p-toluenesulfonic acid monohydrate (150 mg) in toluene (40 mL) was heated to reflux for 48 hours. The reaction mixture was cooled and the solvent removed under reduced pressure. The crude residue was redissolved in methylene chloride and washed with water, aqueous sodium bicarbonate and brine. After drying (Na2SO4), filtration and concent... The reactants are BrCC1=C(C(N=C(N1)C=1SC=CN1)C1=C(C=C(C=C1)Cl)Cl)C(=O)OCC (Ethyl 6-(bromomethyl)-4-(2,4-dichlorophenyl)-2-(thiazol-2-yl)-1,4-dihydropyrimidine-5-carboxylate), Cl.N1CC(OCC1)CC(=O)O (2-(morpholin-2-yl)acetic acid hydrochloride). The product is ClC1=C(C=CC(=C1)Cl)C1C(=C(NC(=N1)C=1SC=CN1)CN1CC(OCC1)CC(=O)O)C(=O)OCC (2-(4-((6-(2,4-dichlorophenyl)-5-(ethoxycarbonyl)-2-(thiazol-2-yl)-3,6-dihydropyrimidin-4-yl)methyl)morpholin-2-yl)acetic acid). Yield: 48.7%. Reaction SMILES: Br[CH2:2][C:3]1[NH:8][C:7]([C:9]2[S:10][CH:11]=[CH:12][N:13]=2)=[N:6][CH:5]([C:14]2[CH:19]=[CH:18][C:17]([Cl:20])=[CH:16][C:15]=2[Cl:21])[C:4]=1[C:22]([O:24][CH2:25][CH3:26])=[O:23].Cl.[NH:28]1[CH2:33][CH2:32][O:31][CH:30]([CH2:34][C:35]([OH:37])=[O:36])[CH2:29]1>>[Cl:21][C:15]1[CH:16]=[C:17]([Cl:20])[CH:18]=[CH:19][C:14]=1[CH:5]1[N:6]=[C:7]([C:9]2[S:10][CH:11]=[CH:12][N:13]=2)[NH:8][C:3]([CH2:2][N:28]2[CH2:33][CH2:32][O:31][CH:30]([CH2:34][C:35]([OH:37])=[O:36])[CH2:29]2)=[C:4]1[C:22]([O:24][CH2:25][CH3:26])=[O:23] |f:1.2|. Procedure details: Ethyl 6-(bromomethyl)-4-(2,4-dichlorophenyl)-2-(thiazol-2-yl)-1,4-dihydropyrimidine-5-carboxylate (0.65 g, 1.37 mmol) was reacted with 2-(morpholin-2-yl)acetic acid hydrochloride (0.3 g, 1.65 mmol) according to the procedure as described in Example 3 to give the title compound as a yellow solid (0.36 g, 49%). The compound was characterized by the following spectroscopic data: Starting materials: COc1ccc(-c2cc3cc(Br)cc(Br)c3o2)cc1, Cl, O, c1ccncc1. Product: Oc1ccc(-c2cc3cc(Br)cc(Br)c3o2)cc1. RXN SMILES: [Br:1][c:2]1[cH:3][c:4]([Br:19])[c:5]2[c:6]([cH:7][c:8](-[c:10]3[cH:11][cH:12][c:13]([O:16][CH3:17])[cH:14][cH:15]3)[o:9]2)[cH:18]1.[ClH:26].[OH2:27].[cH:20]1[cH:21][cH:22][n:23][cH:24][cH:25]1>>[Br:1][c:2]1[cH:3][c:4]([Br:19])[c:5]2[c:6]([cH:7][c:8](-[c:10]3[cH:11][cH:12][c:13]([OH:16])[cH:14][cH:15]3)[o:9]2)[cH:18]1. Starting materials: CC(C)=O, CCOC(=O)c1sc(Cl)nc1C(F)(F)F, [K+], [K+], O=C([O-])[O-], Oc1ccccc1. Product: CCOC(=O)c1sc(Oc2ccccc2)nc1C(F)(F)F. RXN SMILES: [CH3:29][C:30](=[O:31])[CH3:32].[Cl:1][c:2]1[s:3][c:4]([C:11](=[O:12])[O:13][CH2:14][CH3:15])[c:5]([C:7]([F:8])([F:9])[F:10])[n:6]1.[K+:23].[K+:24].[O-:25][C:26]([O-:27])=[O:28].[OH:16][c:17]1[cH:18][cH:19][cH:20][cH:21][cH:22]1>>[c:2]1([O:16][c:17]2[cH:18][cH:19][cH:20][cH:21][cH:22]2)[s:3][c:4]([C:11](=[O:12])[O:13][CH2:14][CH3:15])[c:5]([C:7]([F:8])([F:9])[F:10])[n:6]1. Product: C(C1=CC=CC=C1)OC(=O)C1=C(NC2=CC=C(C=C12)[N+](=O)[O-])C (2-Methyl-5-nitro-1H-indole-3-carboxylic acid benzyl ester). Reported procedure: NaH (60% in oil) (1.75 g, 43.80 mmol, 2 eq) was washed with dry hexanes under nitrogen in the normal way to remove oil. The NaH and hexanes dispersion was stirred for 2 minutes. NaH was allowed to settle, and the supernatant liquid was removed with syringe. Repeated the washing operation with additional 20 mL hexanes. DMF (10 mL) was added to the reaction flask, covered the gray solid. benzyl acetoacetate (6.56 mL, 32.80 mmol, 1.5 eq) was added dropwise with syringe, at the same time, hydrogen w... The reagents and catalysts are [Cu]I (CuI). The solvent is Cl (HCl), hexanes. The reactants are [H][H] (hydrogen), C(CC(=O)C)(=O)OCC1=CC=CC=C1 (benzyl acetoacetate), [H][H] (hydrogen), N1C=CC2=CC=CC=C12 (indole), [N+](=O)([O-])C1=CC=C(N)C=C1 (4-nitroaniline), IC1=C(C=CC(=C1)[N+](=O)[O-])N (2-Iodo-4-nitro-phenylamine), [H-].[Na+] (NaH). Run at time 2 minute. RXN SMILES: [H-].[Na+].[C:3]([O:9][CH2:10][C:11]1[CH:16]=[CH:15][CH:14]=[CH:13][CH:12]=1)(=[O:8])[CH2:4][C:5]([CH3:7])=O.[H][H].I[C:20]1[CH:25]=[C:24]([N+:26]([O-:28])=[O:27])[CH:23]=[CH:22][C:21]=1[NH2:29].N1C2C(=CC=CC=2)C=C1.[N+](C1C=CC(N)=CC=1)([O-])=O>[Cu]I.Cl>[CH2:10]([O:9][C:3]([C:4]1[C:20]2[C:21](=[CH:22][CH:23]=[C:24]([N+:26]([O-:28])=[O:27])[CH:25]=2)[NH:29][C:5]=1[CH3:7])=[O:8])[C:11]1[CH:16]=[CH:15][CH:14]=[CH:13][CH:12]=1 |f:0.1|. Reaction conditions: temperature 150 celsius. The reagents and catalysts are [Cu]=O (copper (II) oxide). Procedure: Using the procedure above, 0.5 g of 3,6-difluorophthalic anhydride, 0.1 g of copper (II) oxide and 10 mL of NMP were combined and heated to 150° C. for 12 h. GCMS analysis of the reaction mixture indicated complete consumption of the starting material and formation of 1,4-difluorobenzene as the major product. A small amount of 2,2',5,5'-tetrafluorobiphenyl was formed as a by-product. Solvent: CN1CCCC1=O (NMP). Starting materials: FC1=C2C(C(=O)OC2=O)=C(C=C1)F (3,6-difluorophthalic anhydride). As a reaction SMILES: [F:1][C:2]1[CH:12]=[CH:11][C:10]([F:13])=[C:4]2C(O[C:8](=O)[C:3]=12)=O>[Cu]=O.CN1C(=O)CCC1>[F:13][C:10]1[CH:4]=[CH:3][C:2]([F:1])=[CH:12][C:8]=1[C:3]1[CH:4]=[C:10]([F:13])[CH:11]=[CH:12][C:2]=1[F:1]. Yields the product FC1=C(C=C(C=C1)F)C1=C(C=CC(=C1)F)F (2,2',5,5'-tetrafluorobiphenyl).